From a dataset of the Open Reaction Database (ORD), a public repository of structured organic reaction records. describe an organic reaction: reactants, conditions, products, and yield RXN SMILES: [CH:1]1[C:10]2[C:11]3[CH:20]=[CH:19][C:18]4[C:21]([O:23][C:24](=O)[C:16]5[C:17]=4[C:12]=3[C:13](=[CH:14][CH:15]=5)[C:8]3[C:9]=2[C:4]2[C:5](C(OC(=O)[C:3]=2[CH:2]=1)=O)=[CH:6][CH:7]=3)=[O:22].N1C=CN=C1.[NH2:36][CH:37]([CH2:46][CH2:47][CH2:48][CH2:49][CH2:50][CH2:51][CH2:52][CH3:53])[CH2:38][CH2:39][CH2:40][CH2:41][CH2:42][CH2:43][CH2:44][CH3:45].O.C(C1C=CC(C(C)(C)C)=CC=1N1C(=O)C2C3C4C(=CC=2)C2C5C(C=CC=2)=CC=CC=5C=4C=CC=3C1=O)(C)(C)C>O.O.C([O-])(=O)C.[Zn+2].C([O-])(=O)C>[CH2:38]([CH:37]([N:36]1[C:21](=[O:22])[C:18]2[C:17]3[C:12]4[C:11](=[CH:20][CH:19]=2)[C:10]2[C:9]5[C:4]([CH:3]=[CH:2][CH:1]=2)=[CH:5][CH:6]=[CH:7][C:8]=5[C:13]=4[CH:14]=[CH:15][C:16]=3[C:24]1=[O:23])[CH2:46][CH2:47][CH2:48][CH2:49][CH2:50][CH2:51][CH2:52][CH3:53])[CH2:39][CH2:40][CH2:41][CH2:42][CH2:43][CH2:44][CH3:45] |f:5.6.7.8.9|. Reported procedure: 1.4 g (3.1 mmol) of perylene-3,4,9,10-tetracarboxylic dianhydride, 6.1 g of imidazole, 960 mg (3.7 mmol) of 9-aminoheptadecane (prepared according to DE-A 4,007,618), 150 mg (0.68 mmol) of zinc acetate dihydrate and 3.0 ml (170 mmol) of water are heated in an autoclave (100 ml) at 190° C. for 24 h. Workup is analogous to that used for preparing 2b. Yield 130 mg (7% by extractive recrystallization from methanol, such as described in Chem. Ber. 1985, 118, 4641) orange red crystals showing strong s... Product: C(CCCCCCC)C(CCCCCCCC)N1C(=O)C=2C=CC=3C=4C=CC=C5C=CC=C(C6=CC=C(C2C63)C1=O)C54 (N-(1-Octylnonyl)perylene-3,4-dicarboximide). Starting materials: C(C)(C)(C)C1=C(C=C(C=C1)C(C)(C)C)N1C(=O)C=2C=CC=3C=4C=CC=C5C=CC=C(C6=CC=C(C2C63)C1=O)C54 (N-(2,5-Di-t-butylphenyl)perylene-3,4-dicarboximide), C1=CC2=C3C(=CC=C4C3=C1C5=C6C4=CC=C7C6=C(C=C5)C(=O)OC7=O)C(=O)OC2=O (perylene-3,4,9,10-tetracarboxylic dianhydride), N1C=NC=C1 (imidazole), NC(CCCCCCCC)CCCCCCCC (9-aminoheptadecane), O (water). Reagents/catalysts: O.O.C(C)(=O)[O-].[Zn+2].C(C)(=O)[O-] (zinc acetate dihydrate). The reactants are C=CCOc1cc(OCC=C)c(C(=O)Nc2ccc(CN3CCOCC3)cc2)cc1CC#CC, COc1ccc(P2(=S)SP(=S)(c3ccc(OC)cc3)S2)cc1, Cc1ccccc1, [Na+], [Na+], O=C([O-])[O-]. Product: C=CCOc1cc(OCC=C)c(C(=S)Nc2ccc(CN3CCOCC3)cc2)cc1CC#CC. RXN SMILES: [CH2:1]([CH:2]=[CH2:3])[O:4][c:5]1[c:6]([C:7](=[O:8])[NH:9][c:10]2[cH:11][cH:12][c:13]([CH2:16][N:17]3[CH2:18][CH2:19][O:20][CH2:21][CH2:22]3)[cH:14][cH:15]2)[cH:23][c:24]([CH2:31][C:32]#[C:33][CH3:34])[c:25]([O:27][CH2:28][CH:29]=[CH2:30])[cH:26]1.[CH3:35][O:36][c:37]1[cH:38][cH:39][c:40]([P:41]2(=[S:44])[S:42][P:43]([c:45]3[cH:46][cH:47][c:48]([O:49][CH3:50])[cH:51][cH:52]3)(=[S:53])[S:54]2)[cH:55][cH:56]1.[CH3:63][c:64]1[cH:65][cH:66][cH:67][cH:68][cH:69]1.[Na+:57].[Na+:58].[O-:59][C:60](=[O:61])[O-:62]>>[CH2:1]([CH:2]=[CH2:3])[O:4][c:5]1[c:6]([C:7]([NH:9][c:10]2[cH:11][cH:12][c:13]([CH2:16][N:17]3[CH2:18][CH2:19][O:20][CH2:21][CH2:22]3)[cH:14][cH:15]2)=[S:44])[cH:23][c:24]([CH2:31][C:32]#[C:33][CH3:34])[c:25]([O:27][CH2:28][CH:29]=[CH2:30])[cH:26]1.